The task is: describe an organic reaction: reactants, conditions, products, and yield. This data is from the Open Reaction Database (ORD), a public repository of structured organic reaction records. Starting materials: BrC=1N=CC(=C2C1NC=C2C(C(=O)N2CCN(CC2)C2=NN=NN2C2=CC=CC=C2)=O)F (1-(7-bromo-4-fluoro-1H-pyrrolo[2,3-c]pyridin-3-yl)-2-(4-(1-phenyl-1H-tetrazol-5-yl)piperazin-1-yl)ethane-1,2-dione), C([O-])([O-])=O.[K+].[K+] (potassium carbonate), NC1=NNC=C1 (3-aminopyrazole). Reagents/catalysts: [Cu] (copper). Run in CN1C(CCC1)=O (N-methylpyrrolidinone). Reaction conditions: temperature 160 celsius. The product is NC1=NN(C=C1)C=1N=CC(=C2C1NC=C2C(C(=O)N2CCN(CC2)C2=NN=NN2C2=CC=CC=C2)=O)F (1-(7-(3-amino-1H-pyrazol-1-yl)-4-fluoro-1H-pyrrolo[2,3-c]pyridin-3-yl)-2-(4-(1-phenyl-1H-tetrazol-5-yl)piperazin-1-yl)ethane-1,2-dione). Isolated yield 15.9%. Reaction SMILES: Br[C:2]1[N:3]=[CH:4][C:5]([F:32])=[C:6]2[C:10]([C:11](=[O:31])[C:12]([N:14]3[CH2:19][CH2:18][N:17]([C:20]4[N:24]([C:25]5[CH:30]=[CH:29][CH:28]=[CH:27][CH:26]=5)[N:23]=[N:22][N:21]=4)[CH2:16][CH2:15]3)=[O:13])=[CH:9][NH:8][C:7]=12.C(=O)([O-])[O-].[K+].[K+].[NH2:39][C:40]1[CH:44]=[CH:43][NH:42][N:41]=1>CN1CCCC1=O.[Cu]>[NH2:39][C:40]1[CH:44]=[CH:43][N:42]([C:2]2[N:3]=[CH:4][C:5]([F:32])=[C:6]3[C:10]([C:11](=[O:31])[C:12]([N:14]4[CH2:15][CH2:16][N:17]([C:20]5[N:24]([C:25]6[CH:26]=[CH:27][CH:28]=[CH:29][CH:30]=6)[N:23]=[N:22][N:21]=5)[CH2:18][CH2:19]4)=[O:13])=[CH:9][NH:8][C:7]=23)[N:41]=1 |f:1.2.3|. Procedure details: A mixture of 1-(7-bromo-4-fluoro-1H-pyrrolo[2,3-c]pyridin-3-yl)-2-(4-(1-phenyl-1H-tetrazol-5-yl)piperazin-1-yl)ethane-1,2-dione (100 mg, 0.2 mmol), potassium carbonate (26 mg, 0.2 mmol), copper (13 mg, 0.2 mmol) and 3-aminopyrazole (100 uL, 1 mmol) in N-methylpyrrolidinone (0.5 mL) was heated at 160° C. for 5 h. Solvent was removed in vacuum and residue was dissolved in DMF and purified using reverse phase prep HPLC to afford 1-(7-(3-amino-1H-pyrazol-1-yl)-4-fluoro-1H-pyrrolo[2,3-c]pyridin-3-yl)... Starting materials: CC1CN(C(=O)OC(C)(C)C)CC2Cc3c(ncc(F)c3CO)N12, Cl, C1COCCO1. RXN SMILES: [C:1]([O:2][C:3](=[O:4])[N:8]1[CH2:9][CH:10]2[CH2:11][c:12]3[c:13]([CH2:23][OH:24])[c:14]([F:22])[cH:15][n:16][c:17]3[N:18]2[CH:19]([CH3:21])[CH2:20]1)([CH3:5])([CH3:6])[CH3:7].[ClH:25].[O:26]1[CH2:27][CH2:28][O:29][CH2:30][CH2:31]1>>[NH:8]1[CH2:9][CH:10]2[CH2:11][c:12]3[c:13]([CH2:23][OH:24])[c:14]([F:22])[cH:15][n:16][c:17]3[N:18]2[CH:19]([CH3:21])[CH2:20]1. Yields the product CC1CNCC2Cc3c(ncc(F)c3CO)N12. Starting materials: Brc1cnc2c(I)cnn2c1, O=C([O-])[O-], CC1(C)OB(c2csc(C(=O)NC(c3ccccn3)C(F)(F)F)c2)OC1(C)C, [Na+], [Na+], C1COCCO1, c1ccc(P(c2ccccc2)(c2ccccc2)[Pd](P(c2ccccc2)(c2ccccc2)c2ccccc2)(P(c2ccccc2)(c2ccccc2)c2ccccc2)P(c2ccccc2)(c2ccccc2)c2ccccc2)cc1. Yields the product O=C(NC(c1ccccn1)C(F)(F)F)c1cc(-c2cnn3cc(Br)cnc23)cs1. As a reaction SMILES: [Br:1][c:2]1[cH:3][n:4][c:5]2[n:6]([cH:7]1)[n:8][cH:9][c:10]2[I:11].[C:40](=[O:41])([O-:42])[O-:43].[CH3:12][C:13]1([CH3:14])[C:15]([CH3:16])([CH3:17])[O:18][B:19]([c:20]2[cH:21][c:22]([C:25](=[O:26])[NH:27][CH:28]([C:29]([F:30])([F:31])[F:32])[c:33]3[n:34][cH:35][cH:36][cH:37][cH:38]3)[s:23][cH:24]2)[O:39]1.[Na+:44].[Na+:45].[O:123]1[CH2:124][CH2:125][O:126][CH2:127][CH2:128]1.[cH:46]1[cH:47][cH:48][c:49]([P:50]([Pd:51]([P:52]([c:53]2[cH:54][cH:55][cH:56][cH:57][cH:58]2)([c:59]2[cH:60][cH:61][cH:62][cH:63][cH:64]2)[c:65]2[cH:66][cH:67][cH:68][cH:69][cH:70]2)([P:71]([c:72]2[cH:73][cH:74][cH:75][cH:76][cH:77]2)([c:78]2[cH:79][cH:80][cH:81][cH:82][cH:83]2)[c:84]2[cH:85][cH:86][cH:87][cH:88][cH:89]2)[P:90]([c:91]2[cH:92][cH:93][cH:94][cH:95][cH:96]2)([c:97]2[cH:98][cH:99][cH:100][cH:101][cH:102]2)[c:103]2[cH:104][cH:105][cH:106][cH:107][cH:108]2)([c:109]2[cH:110][cH:111][cH:112][cH:113][cH:114]2)[c:115]2[cH:116][cH:117][cH:118][cH:119][cH:120]2)[cH:121][cH:122]1>>[Br:1][c:2]1[cH:3][n:4][c:5]2[n:6]([cH:7]1)[n:8][cH:9][c:10]2-[c:20]1[cH:21][c:22]([C:25](=[O:26])[NH:27][CH:28]([C:29]([F:30])([F:31])[F:32])[c:33]2[n:34][cH:35][cH:36][cH:37][cH:38]2)[s:23][cH:24]1. Starting materials: [BH4-], CO, CCc1nn(C2CCCC2)c2cc(N)ccc12, [Na+], O, Cc1ccc(S(=O)(=O)O)cc1, O=Cc1cccnc1. Yields the product CCc1nn(C2CCCC2)c2cc(NCc3cccnc3)ccc12. RXN SMILES: [BH4-:38].[CH3:40][OH:41].[NH2:9][c:10]1[cH:11][cH:12][c:13]2[c:14]([CH2:24][CH3:25])[n:15][n:16]([CH:19]3[CH2:20][CH2:21][CH2:22][CH2:23]3)[c:17]2[cH:18]1.[Na+:39].[OH2:26].[c:27]1([CH3:28])[cH:29][cH:30][c:31]([S:32]([OH:33])(=[O:34])=[O:35])[cH:36][cH:37]1.[n:1]1[cH:2][c:3]([CH:7]=[O:8])[cH:4][cH:5][cH:6]1>>[n:1]1[cH:2][c:3]([CH2:7][NH:9][c:10]2[cH:11][cH:12][c:13]3[c:14]([CH2:24][CH3:25])[n:15][n:16]([CH:19]4[CH2:20][CH2:21][CH2:22][CH2:23]4)[c:17]3[cH:18]2)[cH:4][cH:5][cH:6]1. Reactants: Cl, Nc1cccc(-c2cccc3cc(C(=O)NC4CN5CCC4CC5)sc23)c1, O=C(Cl)c1ccco1. Product: Cl, O=C(Nc1cccc(-c2cccc3cc(C(=O)NC4CN5CCC4CC5)sc23)c1)c1ccco1. RXN SMILES: [ClH:1].[NH2:2][c:3]1[cH:4][c:5](-[c:9]2[cH:10][cH:11][cH:12][c:13]3[cH:14][c:15]([C:18](=[O:19])[NH:20][CH:21]4[CH2:22][N:23]5[CH2:24][CH2:25][CH:26]4[CH2:27][CH2:28]5)[s:16][c:17]23)[cH:6][cH:7][cH:8]1.[o:29]1[c:30]([C:34](=[O:35])[Cl:36])[cH:31][cH:32][cH:33]1>>[ClH:36].[NH:2]([c:3]1[cH:4][c:5](-[c:9]2[cH:10][cH:11][cH:12][c:13]3[cH:14][c:15]([C:18](=[O:19])[NH:20][CH:21]4[CH2:22][N:23]5[CH2:24][CH2:25][CH:26]4[CH2:27][CH2:28]5)[s:16][c:17]23)[cH:6][cH:7][cH:8]1)[C:34]([c:30]1[o:29][cH:33][cH:32][cH:31]1)=[O:35]. Starting materials: CC1(C)CCN(C(=O)Nc2ccccc2)c2cc(C#N)ccc21, O=C=NCc1ccccc1, CN(C)c1ccncc1, CC#N. Product: CC1(C)CCN(C(=O)NCc2ccccc2)c2cc(C#N)ccc21. As a reaction SMILES: [C:1](#[N:2])[c:3]1[cH:4][cH:5][c:6]2[c:11]([cH:12]1)[N:10]([C:13](=[O:14])[NH:15][c:16]1[cH:17][cH:18][cH:19][cH:20][cH:21]1)[CH2:9][CH2:8][C:7]2([CH3:22])[CH3:23].[CH2:24]([c:25]1[cH:26][cH:27][cH:28][cH:29][cH:30]1)[N:31]=[C:32]=[O:33].[CH3:34][N:35]([CH3:36])[c:37]1[cH:38][cH:39][n:40][cH:41][cH:42]1.[CH3:43][C:44]#[N:45]>>[C:1](#[N:2])[c:3]1[cH:4][cH:5][c:6]2[c:11]([cH:12]1)[N:10]([C:13](=[O:14])[NH:15][CH2:24][c:25]1[cH:26][cH:27][cH:28][cH:29][cH:30]1)[CH2:9][CH2:8][C:7]2([CH3:22])[CH3:23].